Dataset: the Open Reaction Database (ORD), a public repository of structured organic reaction records. Task: describe an organic reaction: reactants, conditions, products, and yield The reactants are C([O-])([O-])=O.[K+].[K+] (potassium carbonate), BrC1=CC=C2C=CC=NC2=C1F (7-bromo-8-fluoroquinoline), BrC1=CC(=C(C=C1)C(C(=O)N)N1CCC2(CN(C(CO2)=O)CC)CC1)F (2-(4-bromo-2-fluorophenyl)-2-(4-ethyl-3-oxo-1-oxa-4,9-diazaspiro[5.5]undecan-9-yl)acetamide), B1(OC(C(O1)(C)C)(C)C)B2OC(C(O2)(C)C)(C)C (bis(pinacolato)diboron), C(C)(=O)[O-].[K+] (potassium acetate). Reagents/catalysts: C1=CC=C(C=C1)P([C-]2C=CC=C2)C3=CC=CC=C3.C1=CC=C(C=C1)P([C-]2C=CC=C2)C3=CC=CC=C3.Cl[Pd]Cl.[Fe+2].C(Cl)Cl (PdCl2(dppf) CH2Cl2), C1=CC=C(C=C1)P([C-]2C=CC=C2)C3=CC=CC=C3.C1=CC=C(C=C1)P([C-]2C=CC=C2)C3=CC=CC=C3.Cl[Pd]Cl.[Fe+2].C(Cl)Cl (PdCl2(dppf) CH2Cl2). Run in ClCCl (dichloromethane), O1CCOCC1 (1,4-dioxane). Conditions: temperature 90 celsius, time 8 hour. The product is C(C)N1C(COC2(C1)CCN(CC2)C(C(=O)N)C2=C(C=C(C=C2)C2=CC=C1C=CC=NC1=C2F)F)=O ((+)-2-(4-ethyl-3-oxo-1-oxa-4,9-diazaspiro[5.5]undecan-9-yl)-2-(2-fluoro-4-(8-fluoroquinolin-7-yl)phenyl)acetamide), solid. Yield: 23.1%. Reaction SMILES: Br[C:2]1[CH:7]=[CH:6][C:5]([CH:8]([N:12]2[CH2:25][CH2:24][C:15]3([O:20][CH2:19][C:18](=[O:21])[N:17]([CH2:22][CH3:23])[CH2:16]3)[CH2:14][CH2:13]2)[C:9]([NH2:11])=[O:10])=[C:4]([F:26])[CH:3]=1.B1(B2OC(C)(C)C(C)(C)O2)OC(C)(C)C(C)(C)O1.C([O-])(=O)C.[K+].C(=O)([O-])[O-].[K+].[K+].Br[C:57]1[C:66]([F:67])=[C:65]2[C:60]([CH:61]=[CH:62][CH:63]=[N:64]2)=[CH:59][CH:58]=1>O1CCOCC1.ClCCl.C1C=CC(P(C2C=CC=CC=2)[C-]2C=CC=C2)=CC=1.C1C=CC(P(C2C=CC=CC=2)[C-]2C=CC=C2)=CC=1.Cl[Pd]Cl.[Fe+2].C(Cl)Cl>[CH2:22]([N:17]1[CH2:16][C:15]2([CH2:24][CH2:25][N:12]([CH:8]([C:5]3[CH:6]=[CH:7][C:2]([C:57]4[C:66]([F:67])=[C:65]5[C:60]([CH:61]=[CH:62][CH:63]=[N:64]5)=[CH:59][CH:58]=4)=[CH:3][C:4]=3[F:26])[C:9]([NH2:11])=[O:10])[CH2:13][CH2:14]2)[O:20][CH2:19][C:18]1=[O:21])[CH3:23] |f:2.3,4.5.6,10.11.12.13.14|. Procedure details: A 20 mL reaction vial equipped with a stirbar was charged with 2-(4-bromo-2-fluorophenyl)-2-(4-ethyl-3-oxo-1-oxa-4,9-diazaspiro[5.5]undecan-9-yl)acetamide (0.150 g, 0.350 mmol), bis(pinacolato)diboron (0.205 g, 0.806 mmol), PdCl2(dppf)-CH2Cl2 adduct (0.020 g, 0.025 mmol), and potassium acetate (0.076 g, 0.770 mmol). The solids were diluted with 1,4-dioxane (3.12 mL) and the reaction mixture was warmed to 90° C. with stirring overnight. The reaction mixture was then treated with PdCl2(dppf)-CH2Cl... Starting materials: FC1=CC=C(C=C1)[Si](CCl)(Cl)C1=CC=C(C=C1)F (bis(4-fluorophenyl)chlorochloromethylsilane), C(CCC)[Li] (n-butyllithium), CCCCCC (hexane), C#CCCCC (1-hexyne). The solvent is C1CCOC1 (THF), O1CCCC1 (tetrahydrofuran). Run at time 1.5 hour. Product: ClC[Si](C#CCCCC)(C1=CC=C(C=C1)F)C1=CC=C(C=C1)F (Chloromethyl[bis(4-fluorophenyl)](1-hexynyl)silane). RXN SMILES: [CH:1]#[C:2][CH2:3][CH2:4][CH2:5][CH3:6].C([Li])CCC.CCCCCC.[F:18][C:19]1[CH:24]=[CH:23][C:22]([Si:25]([C:29]2[CH:34]=[CH:33][C:32]([F:35])=[CH:31][CH:30]=2)(Cl)[CH2:26][Cl:27])=[CH:21][CH:20]=1>O1CCCC1>[Cl:27][CH2:26][Si:25]([C:29]1[CH:34]=[CH:33][C:32]([F:35])=[CH:31][CH:30]=1)([C:22]1[CH:21]=[CH:20][C:19]([F:18])=[CH:24][CH:23]=1)[C:1]#[C:2][CH2:3][CH2:4][CH2:5][CH3:6]. Procedure: A solution of 2.9 ml (0.024 mol) of 1-hexyne in 50 ml of tetrahydrofuran under nitrogen was cooled to -5° C. A solution of n-butyllithium in hexane (15 ml of 1.6 molar, 0.024 mol) was added dropwise, and the resulting solution was warmed to room temperature and stirred for 1.5 hours. The solution was then cooled to -65° C., and a solution of 6.0 g (0.0198 mol) of bis(4-fluorophenyl)chlorochloromethylsilane in 10 ml of THF was added dropwise. The reaction was warmed to room temperature and quench...